This data is from the Open Reaction Database (ORD), a public repository of structured organic reaction records. The task is: describe an organic reaction: reactants, conditions, products, and yield Reactants: CO, CC(C)(C)OC(=O)COCC1CCNC1, Cc1nc(NC(=N)N)sc1C(=O)O. The product is Cc1nc(NC(=N)N)sc1C(=O)N1CCC(COCC(=O)OC(C)(C)C)C1. RXN SMILES: [CH3:29][OH:30].[NH:14]1[CH2:15][CH:16]([CH2:19][O:20][CH2:21][C:22](=[O:23])[O:24][C:25]([CH3:26])([CH3:27])[CH3:28])[CH2:17][CH2:18]1.[NH:1]([C:2](=[NH:3])[NH2:4])[c:5]1[s:6][c:7]([C:11](=[O:12])[OH:13])[c:8]([CH3:10])[n:9]1>>[NH:1]([C:2](=[NH:3])[NH2:4])[c:5]1[s:6][c:7]([C:11](=[O:13])[N:14]2[CH2:15][CH:16]([CH2:19][O:20][CH2:21][C:22](=[O:23])[O:24][C:25]([CH3:26])([CH3:27])[CH3:28])[CH2:17][CH2:18]2)[c:8]([CH3:10])[n:9]1. Reactants: N1N=CC=C1 (pyrazole), ClC=1N=C(C2=C(N1)SC=C2C)NCC2=CC(=C(C=C2)OC)OC (2-chloro-5-methyl-4-(3,4-dimethoxybenzylamino)-thieno-[2,3-d]-pyrimidine). Product: N1(N=CC=C1)C=1N=C(C2=C(N1)SC=C2C)NCC2=CC(=C(C=C2)OC)OC (2-(pyrazol-1-yl)-5-methyl-4-(3,4-dimethoxybenzylamino)-thieno-[2,3-d]-pyrimidine). RXN SMILES: [NH:1]1[CH:5]=[CH:4][CH:3]=[N:2]1.Cl[C:7]1[N:8]=[C:9]([NH:17][CH2:18][C:19]2[CH:24]=[CH:23][C:22]([O:25][CH3:26])=[C:21]([O:27][CH3:28])[CH:20]=2)[C:10]2[C:15]([CH3:16])=[CH:14][S:13][C:11]=2[N:12]=1>>[N:1]1([C:7]2[N:8]=[C:9]([NH:17][CH2:18][C:19]3[CH:24]=[CH:23][C:22]([O:25][CH3:26])=[C:21]([O:27][CH3:28])[CH:20]=3)[C:10]3[C:15]([CH3:16])=[CH:14][S:13][C:11]=3[N:12]=2)[CH:5]=[CH:4][CH:3]=[N:2]1. Procedure: Following the procedure of Example 97, the reaction of pyrazole with 2-chloro-5-methyl-4-(3,4-dimethoxybenzylamino)-thieno-[2,3-d]-pyrimidine gives 2-(pyrazol-1-yl)-5-methyl-4-(3,4-dimethoxybenzylamino)-thieno-[2,3-d]-pyrimidine.